From a dataset of the Open Reaction Database (ORD), a public repository of structured organic reaction records. describe an organic reaction: reactants, conditions, products, and yield Reactants: O=C=NCc1ccccc1, CCOC(=O)c1sc(N)nc1C, CN(C)C=O. The product is CCOC(=O)c1sc(NC(=O)NCc2ccccc2)nc1C. Reaction SMILES: [CH2:1]([c:2]1[cH:3][cH:4][cH:5][cH:6][cH:7]1)[N:8]=[C:9]=[O:10].[NH2:11][c:12]1[s:13][c:14]([C:18](=[O:19])[O:20][CH2:21][CH3:22])[c:15]([CH3:17])[n:16]1.[O:23]=[CH:24][N:25]([CH3:26])[CH3:27]>>[CH2:1]([c:2]1[cH:3][cH:4][cH:5][cH:6][cH:7]1)[NH:8][C:9](=[O:10])[NH:11][c:12]1[s:13][c:14]([C:18](=[O:19])[O:20][CH2:21][CH3:22])[c:15]([CH3:17])[n:16]1. The reactants are BrCC1CC1, O=C([O-])[O-], CS(C)=O, Cl, N#CC(C#N)CC(F)(F)C(F)(F)C(F)(F)C(F)F, [K+], [K+]. Yields the product N#CC(C#N)(CC1CC1)CC(F)(F)C(F)(F)C(F)(F)C(F)F. Reaction SMILES: [Br:19][CH2:20][CH:21]1[CH2:22][CH2:23]1.[C:24](=[O:25])([O-:26])[O-:27].[CH3:31][S:32](=[O:33])[CH3:34].[ClH:30].[F:1][C:2]([CH2:3][CH:4]([C:5]#[N:6])[C:7]#[N:8])([C:9]([C:10]([CH:11]([F:12])[F:13])([F:14])[F:15])([F:16])[F:17])[F:18].[K+:28].[K+:29]>>[F:1][C:2]([CH2:3][C:4]([C:5]#[N:6])([C:7]#[N:8])[CH2:20][CH:21]1[CH2:22][CH2:23]1)([C:9]([C:10]([CH:11]([F:12])[F:13])([F:14])[F:15])([F:16])[F:17])[F:18]. Solvent: CN(C)C=O (DMF). The product is COC=1C=C(C=CC1OC)C1=CN(C2=NC=CC=C21)CC2=CC(=CC=C2)[N+](=O)[O-] (3-(3,4-Dimethoxy-phenyl)-1-(3-nitro-benzyl)-1H-pyrrolo[2,3-b]pyridine). Procedure: 3-(3,4-Dimethoxy-phenyl)-1H-pyrrolo[2,3-b]pyridine 1 (35 mg, 0.14 mmole) was dissolved in 15 mL of DMF and sodium hydride (60% dispersion in mineral oil, 10 mg, 0.25 mmol) was added in small portion to the reaction mixture. After stirring for 30 minutes, m-nitro-benzyl chloride (30 mg, 0.14 mmole) was added to the reaction mixture and was stirred for 2 hours. The reaction mixture was poured into 50 mL of ice water and was extracted with ethyl acetate. The organic layer was washed with saturated ... Isolated yield 77.0%. Starting materials: ice water, COC=1C=C(C=CC1OC)C1=CNC2=NC=CC=C21 (3-(3,4-dimethoxy-phenyl)-1H-pyrrolo[2,3-b]pyridine), [N+](=O)([O-])C=1C=C(CCl)C=CC1 (m-nitro-benzyl chloride), [H-].[Na+] (sodium hydride). Reaction conditions: time 30 minute. RXN SMILES: [CH3:1][O:2][C:3]1[CH:4]=[C:5]([C:11]2[C:19]3[C:14](=[N:15][CH:16]=[CH:17][CH:18]=3)[NH:13][CH:12]=2)[CH:6]=[CH:7][C:8]=1[O:9][CH3:10].[H-].[Na+].[N+:22]([C:25]1[CH:26]=[C:27]([CH:30]=[CH:31][CH:32]=1)[CH2:28]Cl)([O-:24])=[O:23]>CN(C=O)C>[CH3:1][O:2][C:3]1[CH:4]=[C:5]([C:11]2[C:19]3[C:14](=[N:15][CH:16]=[CH:17][CH:18]=3)[N:13]([CH2:28][C:27]3[CH:30]=[CH:31][CH:32]=[C:25]([N+:22]([O-:24])=[O:23])[CH:26]=3)[CH:12]=2)[CH:6]=[CH:7][C:8]=1[O:9][CH3:10] |f:1.2|. Starting materials: C(C)(C)(C)C=1C=C(C=C(C1O)C(C)(C)C)NCCCN(CCCNC1=CC(=C(C(=C1)C(C)(C)C)O)C(C)(C)C)C(=O)OC(C)(C)C (1,9-bis[3,5-di-t-butyl-4-hydroxyphenyl]-5-(t-butyloxycarbonyl)-1,5,9-triazanonane), Cl (hydrochloric acid). The product is Cl.Cl.Cl.C(C)(C)(C)C=1C=C(C=C(C1O)C(C)(C)C)NCCCNCCCNC1=CC(=C(C(=C1)C(C)(C)C)O)C(C)(C)C (1,9-Bis[3,5-di-t-butyl-4-hydroxyphenyl]-1,5,9-triazanonane, trihydrochloride). As a reaction SMILES: [C:1]([C:5]1[CH:6]=[C:7]([NH:16][CH2:17][CH2:18][CH2:19][N:20](C(OC(C)(C)C)=O)[CH2:21][CH2:22][CH2:23][NH:24][C:25]2[CH:30]=[C:29]([C:31]([CH3:34])([CH3:33])[CH3:32])[C:28]([OH:35])=[C:27]([C:36]([CH3:39])([CH3:38])[CH3:37])[CH:26]=2)[CH:8]=[C:9]([C:12]([CH3:15])([CH3:14])[CH3:13])[C:10]=1[OH:11])([CH3:4])([CH3:3])[CH3:2].[ClH:47]>>[ClH:47].[ClH:47].[ClH:47].[C:1]([C:5]1[CH:6]=[C:7]([NH:16][CH2:17][CH2:18][CH2:19][NH:20][CH2:21][CH2:22][CH2:23][NH:24][C:25]2[CH:26]=[C:27]([C:36]([CH3:39])([CH3:38])[CH3:37])[C:28]([OH:35])=[C:29]([C:31]([CH3:34])([CH3:33])[CH3:32])[CH:30]=2)[CH:8]=[C:9]([C:12]([CH3:13])([CH3:14])[CH3:15])[C:10]=1[OH:11])([CH3:2])([CH3:3])[CH3:4] |f:2.3.4.5|. Reported procedure: Dissolve 1,9-bis[3,5-di-t-butyl-4-hydroxyphenyl]-5-(t-butyloxycarbonyl)-1,5,9-triazanonane (6.39 g, 10 mmol) in saturated methanolic hydrochloric acid (100 mL). Stir for several hours and evaporate the solvent in vacuo to give the title compound. Run in C1=CC=CC=C1 (benzene), C(=O)(O)[O-].[Na+] (NaHCO3). Yields the product C(C1=CC=CC=C1)(=O)/C(/C(=O)OCC)=C/C=1C=NC(=CC1)Cl (ethyl (2Z)-2-benzoyl-3-(6-chloro-3-pyridyl)acrylate). As a reaction SMILES: [Cl:1][C:2]1[CH:9]=[CH:8][C:5]([CH:6]=O)=[CH:4][N:3]=1.[O:10]=[C:11]([C:18]1[CH:23]=[CH:22][CH:21]=[CH:20][CH:19]=1)[CH2:12][C:13]([O:15][CH2:16][CH3:17])=[O:14].CC(O)=O.N1CCCCC1>C1C=CC=CC=1.C([O-])(O)=O.[Na+]>[C:11](/[C:12](=[CH:6]/[C:5]1[CH:4]=[N:3][C:2]([Cl:1])=[CH:9][CH:8]=1)/[C:13]([O:15][CH2:16][CH3:17])=[O:14])(=[O:10])[C:18]1[CH:23]=[CH:22][CH:21]=[CH:20][CH:19]=1 |f:5.6|. The reactants are ClC1=NC=C(C=O)C=C1 (6-chloronicotinaldehyde), O=C(CC(=O)OCC)C1=CC=CC=C1 (ethyl 3-oxo-3-phenylpropanoate), CC(=O)O (AcOH), N1CCCCC1 (piperidine). Procedure: A mixture of 6-chloronicotinaldehyde (1 g), ethyl 3-oxo-3-phenylpropanoate (1.36 g), AcOH (0.04 ml), piperidine (0.028 ml) in benzene (15 ml) was refluxed for 1.5 hours. After cooling, the reaction mixture was diluted with saturated aqueous NaHCO3 and extracted with EtOAc. The organic layer was washed with brine, dried over anhydrous MgSO4 and concentrated in vacuo. The residue was purified by flash column chromatography on silica gel eluting with a mixture of EtOAc and n-hexane (1:2) to give et... Isolated yield 90.5%. Reactants: C[Si](C)(C)CC[Si](C)(C)CCCOCC1CO1, CN(C)CCN1CCNCC1, CCO. The product is CN(C)CCN1CCN(CC(O)COCCC[Si](C)(C)CC[Si](C)(C)C)CC1. Reaction SMILES: [CH3:12][Si:13]([CH2:14][CH2:15][CH2:16][O:17][CH2:18][CH:19]1[O:20][CH2:21]1)([CH2:22][CH2:23][Si:24]([CH3:25])([CH3:26])[CH3:27])[CH3:28].[CH3:1][N:2]([CH2:3][CH2:4][N:5]1[CH2:6][CH2:7][NH:8][CH2:9][CH2:10]1)[CH3:11].[CH3:29][CH2:30][OH:31]>>[CH3:1][N:2]([CH2:3][CH2:4][N:5]1[CH2:6][CH2:7][N:8]([CH2:21][CH:19]([CH2:18][O:17][CH2:16][CH2:15][CH2:14][Si:13]([CH3:12])([CH2:22][CH2:23][Si:24]([CH3:25])([CH3:26])[CH3:27])[CH3:28])[OH:20])[CH2:9][CH2:10]1)[CH3:11].